Dataset: the Open Reaction Database (ORD), a public repository of structured organic reaction records. Task: describe an organic reaction: reactants, conditions, products, and yield The reactants are [OH-].[Li+] (Lithium hydroxide), C(C)OC(=O)C1CCC(CC1)C=1C=C2C=CC=NC2=C(N1)C1=CC(=CC=C1)F (4-[8-(3-fluorophenyl)-[1,7]naphthyridin-6-yl]-cyclohexanecarboxylic acid ethyl ester). Solvent: C1CCOC1.CO (THF methanol). Run at time 8 hour. Product: FC=1C=C(C=CC1)C=1N=C(C=C2C=CC=NC12)C1CCC(CC1)C(=O)O (4-[8-(3-Fluorophenyl)-[1,7]naphthyridin-6-yl]-cyclohexanecarboxylic acid). As a reaction SMILES: [OH-].[Li+].C([O:5][C:6]([CH:8]1[CH2:13][CH2:12][CH:11]([C:14]2[CH:15]=[C:16]3[C:21](=[C:22]([C:24]4[CH:29]=[CH:28][CH:27]=[C:26]([F:30])[CH:25]=4)[N:23]=2)[N:20]=[CH:19][CH:18]=[CH:17]3)[CH2:10][CH2:9]1)=[O:7])C>C1COCC1.CO>[F:30][C:26]1[CH:25]=[C:24]([C:22]2[N:23]=[C:14]([CH:11]3[CH2:10][CH2:9][CH:8]([C:6]([OH:7])=[O:5])[CH2:13][CH2:12]3)[CH:15]=[C:16]3[C:21]=2[N:20]=[CH:19][CH:18]=[CH:17]3)[CH:29]=[CH:28][CH:27]=1 |f:0.1,3.4|. Procedure details: Lithium hydroxide (1M (aq), 24.3 ml, 24.3 mmol) is added to a solution of 4-[8-(3-fluorophenyl)-[1,7]naphthyridin-6-yl]-cyclohexanecarboxylic acid ethyl ester (4.60 g, 12.14 mmol) in THF/methanol (40 ml:20 ml) and stirred at room temperature overnight. The organic solvents are removed by evaporation, then the aqueous residue diluted with water and basified to pH9 with 1M KOH. The aqueous layer is then washed with ethyl acetate (3×). The aqueous layer is acidified to pH 4 with 1M HCl to give a wh... Reactants: Cc1c(O)cccc1C(=O)NC(CSc1ccccc1)C(O)CN1CC2CCCCC2CC1C(=O)NC(C)(C)C, CS(=O)(=O)O, COC(C)(C)C, C1CCOC1. Product: Cc1c(O)cccc1C(=O)NC(CSc1ccccc1)C(O)CN1CC2CCCCC2CC1C(=O)NC(C)(C)C, CS(=O)(=O)O. RXN SMILES: [C:1]([CH3:2])([CH3:3])([CH3:4])[NH:5][C:6](=[O:7])[CH:8]1[N:9]([CH2:18][CH:19]([CH:20]([CH2:21][S:22][c:23]2[cH:24][cH:25][cH:26][cH:27][cH:28]2)[NH:29][C:30]([c:31]2[c:32]([CH3:38])[c:33]([OH:37])[cH:34][cH:35][cH:36]2)=[O:39])[OH:40])[CH2:10][CH:11]2[CH2:12][CH2:13][CH2:14][CH2:15][CH:16]2[CH2:17]1.[CH3:41][S:42]([OH:43])(=[O:44])=[O:45].[CH3:46][O:47][C:48]([CH3:49])([CH3:50])[CH3:51].[O:52]1[CH2:53][CH2:54][CH2:55][CH2:56]1>>[C:1]([CH3:2])([CH3:3])([CH3:4])[NH:5][C:6](=[O:7])[CH:8]1[N:9]([CH2:18][CH:19]([CH:20]([CH2:21][S:22][c:23]2[cH:24][cH:25][cH:26][cH:27][cH:28]2)[NH:29][C:30]([c:31]2[c:32]([CH3:38])[c:33]([OH:37])[cH:34][cH:35][cH:36]2)=[O:39])[OH:40])[CH2:10][CH:11]2[CH2:12][CH2:13][CH2:14][CH2:15][CH:16]2[CH2:17]1.[CH3:41][S:42](=[O:43])(=[O:44])[OH:45]. The reactants are FC(C(=O)O)(F)F.C(C)S(=O)(=O)N1CCC(CC1)C1=CNC2=C(C=C(C=C12)C=1C=NN(C1)CCNCCO)C(=O)N (3-[1-(ethylsulfonyl)-4-piperidinyl]-5-(1-{2-[(2-hydroxyethyl)amino]ethyl}-1H-pyrazol-4-yl)-1H-indole-7-carboxamide trifluoroacetate), C1(CCCC1)N (cyclopentanamine), NCCO (2-aminoethanol). Yields the product FC(C(=O)O)(F)F.C1(CCCC1)CNCCN1N=CC(=C1)C=1C=C2C(=CNC2=C(C1)C(=O)N)C1CCN(CC1)S(=O)(=O)CC (5-(1-{2-[(cyclopentylmethyl)amino]ethyl}-1H-pyrazol-4-yl)-3-[1-(ethylsulfonyl)-4-piperidinyl]-1H-indole-7-carboxamide trifluoroacetate). Isolated yield 40.0%. Reaction SMILES: [F:1][C:2]([F:7])([F:6])[C:3]([OH:5])=[O:4].[CH2:8]([S:10]([N:13]1[CH2:18][CH2:17][CH:16]([C:19]2[C:27]3[C:22](=[C:23]([C:39]([NH2:41])=[O:40])[CH:24]=[C:25]([C:28]4[CH:29]=[N:30][N:31]([CH2:33][CH2:34][NH:35][CH2:36][CH2:37]O)[CH:32]=4)[CH:26]=3)[NH:21][CH:20]=2)[CH2:15][CH2:14]1)(=[O:12])=[O:11])[CH3:9].[CH:42]1(N)[CH2:46]C[CH2:44][CH2:43]1.NCCO>>[F:1][C:2]([F:7])([F:6])[C:3]([OH:5])=[O:4].[CH:37]1([CH2:36][NH:35][CH2:34][CH2:33][N:31]2[CH:32]=[C:28]([C:25]3[CH:26]=[C:27]4[C:22](=[C:23]([C:39]([NH2:41])=[O:40])[CH:24]=3)[NH:21][CH:20]=[C:19]4[CH:16]3[CH2:15][CH2:14][N:13]([S:10]([CH2:8][CH3:9])(=[O:11])=[O:12])[CH2:18][CH2:17]3)[CH:29]=[N:30]2)[CH2:44][CH2:43][CH2:42][CH2:46]1 |f:0.1,4.5|. Procedure: The title compound was prepared according to the general procedure of 3-[1-(ethylsulfonyl)-4-piperidinyl]-5-(1-{2-[(2-hydroxyethyl)amino]ethyl}-1H-pyrazol-4-yl)-1H-indole-7-carboxamide trifluoroacetate, substituting cyclopentanamine (37 mg, 0.43 mmol) for the 2-aminoethanol to afford 11 mg of the title compound (40%). Reactants: ClC=1C(=NC=CN1)OCC(CNC(C)(C)C)O (3-chloro-2-(3-tert.-butylamino-2-hydroxy-1-propyloxy)-pyrazine), C(C)S (ethylmercaptan), C[O-].[Na+] (sodium methylate). The product is Cl (hydrochloric acid), Cl.C(C)SC=1C(=NC=CN1)OCC(CNC(C)(C)C)O (3-ethylthio-2-(3'-tert.-butylamino-2'-hydroxy-1-propyloxy)-pyrazine-hydrochloride). Procedure: 13.0 g of 3-chloro-2-(3-tert.-butylamino-2-hydroxy-1-propyloxy)-pyrazine, 4.65 g of ethylmercaptan and 4.05 g of sodium methylate in 250 ml of methanol are refluxed for 30 hours. After processing according to Example 8, there is obtained 14.0 g of crude base, and from this, with ethereal hydrochloric acid, there is obtained 3-ethylthio-2-(3'-tert.-butylamino-2'-hydroxy-1-propyloxy)-pyrazine-hydrochloride, which is recrystallised from methanol/ether; m.p 147°-148°. As a reaction SMILES: [Cl:1][C:2]1[C:3]([O:8][CH2:9][CH:10]([OH:17])[CH2:11][NH:12][C:13]([CH3:16])([CH3:15])[CH3:14])=[N:4][CH:5]=[CH:6][N:7]=1.[CH2:18]([SH:20])[CH3:19].C[O-].[Na+]>CO>[ClH:1].[ClH:1].[CH2:18]([S:20][C:2]1[C:3]([O:8][CH2:9][CH:10]([OH:17])[CH2:11][NH:12][C:13]([CH3:16])([CH3:15])[CH3:14])=[N:4][CH:5]=[CH:6][N:7]=1)[CH3:19] |f:2.3,6.7|. Solvent: CO (methanol).